This data is from the Open Reaction Database (ORD), a public repository of structured organic reaction records. The task is: describe an organic reaction: reactants, conditions, products, and yield Starting materials: ClC1=NC=CC=C1[N+](=O)[O-] (2-chloro-3-nitropyridine), NC=1C=C(NC(C)=O)C=CC1 (3′-aminoacetanilide), C([O-])([O-])=O.[K+].[K+] (potassium carbonate). Run in C1(=CC=CC=C1)C (toluene). Product: C(C)(=O)NC=1C=C(C=CC1)NC1=NC=CC=C1[N+](=O)[O-] (2-(3-acetamidophenyl)amino-3-nitropyridine). Yield: 55.9%. RXN SMILES: Cl[C:2]1[C:7]([N+:8]([O-:10])=[O:9])=[CH:6][CH:5]=[CH:4][N:3]=1.[NH2:11][C:12]1[CH:13]=[C:14]([CH:19]=[CH:20][CH:21]=1)[NH:15][C:16](=[O:18])[CH3:17].C(=O)([O-])[O-].[K+].[K+]>C1(C)C=CC=CC=1>[C:16]([NH:15][C:14]1[CH:13]=[C:12]([NH:11][C:2]2[C:7]([N+:8]([O-:10])=[O:9])=[CH:6][CH:5]=[CH:4][N:3]=2)[CH:21]=[CH:20][CH:19]=1)(=[O:18])[CH3:17] |f:2.3.4|. Procedure details: A mixture of 2-chloro-3-nitropyridine (6.12 g), 3′-aminoacetanilide (5.80 g) and potassium carbonate (5.34 g) in toluene (50 ml) was refluxed for 5 hours. The mixture was cooled, and the solids were collected and washed with water, ethanol and isopropyl ether successively to give 2-(3-acetamidophenyl)amino-3-nitropyridine (5.88 g) as an orange solid. Starting materials: N (ammonia), N1C=CC2=CC=CC=C12 (indole), NCC(=O)O (glycine), C=O (formalin), [Na+].[Cl-] (NaCl), SH1001, BP-3244, suspension, N1C=CC2=CC=CC=C12 (indole), N1C=CC2=CC=CC=C12 (indole). The solvent is reaction solution, C1CCOC1 (THF), O (water). Reaction conditions: temperature 30 celsius. Yields the product N[C@@H](CC1=CNC2=CC=CC=C12)C(=O)O (L-tryptophan). Reaction SMILES: [NH:1]1[C:9]2[C:4](=[CH:5][CH:6]=[CH:7][CH:8]=2)[CH:3]=[CH:2]1.[NH2:10][CH2:11][C:12]([OH:14])=[O:13].[CH2:15]=O.[Na+].[Cl-].N>O.C1COCC1>[NH2:10][C@H:11]([C:12]([OH:14])=[O:13])[CH2:15][C:3]1[C:4]2[C:9](=[CH:8][CH:7]=[CH:6][CH:5]=2)[NH:1][CH:2]=1 |f:3.4|. Reported procedure: A 100 g of the frozen cells of Escherichia coli K-12 SH1001 prepared in Preparation Example 2 and 100 g of the frozen cells of Escherichia coli K-12 YK2009 (FERM BP-3244) prepared in Preparation Example 3 were suspended in 500 ml of the reaction solution (adjusted to pH 9.5 with 25% ammonia) containing 0.1 g of indole, 7.5 g of glycine, 1.6 g of formalin (formaldehyde content: 37%), 100 mg of PLP, 1.0 g of THF and 2.3 g of NaCl, and then water was added to make the total amount of the suspension... Reaction conditions: time 8 hour. Procedure details: To a solution of 1-phenyl-5-[3-(2,2,2-trifluoro-1-trifluoromethyl-ethoxymethyl)phenyl]-1H-pyrazol-3-ylamine (78 mg) in N,N-dimethylacetamide (1.0 ml) were sequentially added (S)-5-oxopyrrolidine-3-carboxylic acid (29 mg) prepared according to the same procedures as Preparation 5 and WSC.HCl (44 mg) at room temperature, and the mixture was stirred overnight. To this reaction mixture was added water, and then the precipitated solid was collected by filtration. The resulting solid was purified by s... Reactants: C1(=CC=CC=C1)N1N=C(C=C1C1=CC(=CC=C1)COC(C(F)(F)F)C(F)(F)F)N (1-phenyl-5-[3-(2,2,2-trifluoro-1-trifluoromethyl-ethoxymethyl)phenyl]-1H-pyrazol-3-ylamine), O (water), O=C1C[C@@H](CN1)C(=O)O ((S)-5-oxopyrrolidine-3-carboxylic acid), CCN=C=NCCCN(C)C.Cl (WSC.HCl). Solvent: CN(C(C)=O)C (N,N-dimethylacetamide). Yields the product C1(=CC=CC=C1)N1N=C(C=C1C1=CC(=CC=C1)COC(C(F)(F)F)C(F)(F)F)NC(=O)[C@@H]1CNC(C1)=O ((S)-5-Oxopyrrolidine-3-carboxylic acid{1-phenyl-5-[3-(2,2,2-trifluoro-1-trifluoromethylethoxymethyl)phenyl]-1H-pyrazol-3-yl}amide). The yield is 54.6%. As a reaction SMILES: [C:1]1([N:7]2[C:11]([C:12]3[CH:17]=[CH:16][CH:15]=[C:14]([CH2:18][O:19][CH:20]([C:25]([F:28])([F:27])[F:26])[C:21]([F:24])([F:23])[F:22])[CH:13]=3)=[CH:10][C:9]([NH2:29])=[N:8]2)[CH:6]=[CH:5][CH:4]=[CH:3][CH:2]=1.[O:30]=[C:31]1[NH:35][CH2:34][C@@H:33]([C:36](O)=[O:37])[CH2:32]1.CCN=C=NCCCN(C)C.Cl.O>CN(C)C(=O)C>[C:1]1([N:7]2[C:11]([C:12]3[CH:17]=[CH:16][CH:15]=[C:14]([CH2:18][O:19][CH:20]([C:21]([F:22])([F:23])[F:24])[C:25]([F:28])([F:26])[F:27])[CH:13]=3)=[CH:10][C:9]([NH:29][C:36]([C@H:33]3[CH2:32][C:31](=[O:30])[NH:35][CH2:34]3)=[O:37])=[N:8]2)[CH:6]=[CH:5][CH:4]=[CH:3][CH:2]=1 |f:2.3|. RXN SMILES: [CH:1]([O:4][C:5]([N:7]1[CH:20]([C:21]([OH:23])=O)[CH2:19][C:18]2[CH:17]=[C:16]3[C:11]([O:12][C@@H:13]([C:25]4[CH:30]=[CH:29][C:28]([O:31][CH2:32][C:33]5[CH:38]=[CH:37][C:36]([Cl:39])=[C:35]([Cl:40])[CH:34]=5)=[CH:27][CH:26]=4)[C:14](=[O:24])[NH:15]3)=[CH:10][C:9]=2[CH2:8]1)=[O:6])([CH3:3])[CH3:2].Cl.[CH3:42][O:43][C:44](=[O:60])[C@@H:45]([NH2:59])[CH2:46][C:47]1[CH:52]=[CH:51][C:50]([C:53]2[CH:58]=[CH:57][CH:56]=[CH:55][CH:54]=2)=[CH:49][CH:48]=1>>[CH:1]([O:4][C:5]([N:7]1[CH:20]([C:21](=[O:23])[NH:59][C@H:45]([C:44]([O:43][CH3:42])=[O:60])[CH2:46][C:47]2[CH:52]=[CH:51][C:50]([C:53]3[CH:58]=[CH:57][CH:56]=[CH:55][CH:54]=3)=[CH:49][CH:48]=2)[CH2:19][C:18]2[CH:17]=[C:16]3[C:11]([O:12][C@@H:13]([C:25]4[CH:30]=[CH:29][C:28]([O:31][CH2:32][C:33]5[CH:38]=[CH:37][C:36]([Cl:39])=[C:35]([Cl:40])[CH:34]=5)=[CH:27][CH:26]=4)[C:14](=[O:24])[NH:15]3)=[CH:10][C:9]=2[CH2:8]1)=[O:6])([CH3:3])[CH3:2] |f:1.2|. Yields the product C(C)(C)OC(=O)N1CC=2C=C3O[C@H](C(NC3=CC2CC1C(N[C@@H](CC1=CC=C(C=C1)C1=CC=CC=C1)C(=O)OC)=O)=O)C1=CC=C(C=C1)OCC1=CC(=C(C=C1)Cl)Cl ((S)-7-((S)-2-biphenyl-4-yl-1-methoxycarbonyl-ethylcarbamoyl)-3-[4-(3,4-dichloro-benzyloxy)-phenyl]-2-oxo-1,2,3,5,7,8-hexahydro-4-oxa-1,6-diaza-anthracene-6-carboxylic acid isopropyl ester). Procedure: (S)-3-[4-(3,4-Dichloro-benzyloxy)-phenyl]-2-oxo-1,2,3,5,7,8-hexahydro-4-oxa-1,6-diaza-anthracene-6,7-dicarboxylic acid 6-isopropyl ester (120 mg) was coupled with (S)-2-amino-3-biphenyl-4-yl-propionic acid methyl ester hydrochloride according to general procedure A to provide (S)-7-((S)-2-biphenyl-4-yl-1-methoxycarbonyl-ethylcarbamoyl)-3-[4-(3,4-dichloro-benzyloxy)-phenyl]-2-oxo-1,2,3,5,7,8-hexahydro-4-oxa-1,6-diaza-anthracene-6-carboxylic acid isopropyl ester (151 mg, LC/MS: m/z 825). Starting materials: C(C)(C)OC(=O)N1CC=2C=C3O[C@H](C(NC3=CC2CC1C(=O)O)=O)C1=CC=C(C=C1)OCC1=CC(=C(C=C1)Cl)Cl ((S)-3-[4-(3,4-Dichloro-benzyloxy)-phenyl]-2-oxo-1,2,3,5,7,8-hexahydro-4-oxa-1,6-diaza-anthracene-6,7-dicarboxylic acid 6-isopropyl ester), Cl.COC([C@H](CC1=CC=C(C=C1)C1=CC=CC=C1)N)=O ((S)-2-amino-3-biphenyl-4-yl-propionic acid methyl ester hydrochloride). The reactants are CC=1C=C(C=C2CCN(CC2)C(CNC(=O)NC2=CC(=NC3=CC=CC=C23)C)=O)C=CC1 (1-{2-[4-(3-methyl-benzylidene)-piperidin-1-yl]-2-oxo-ethyl}3-(2-methyl-quinolin-4-yl)-urea), CCOC(=O)C (EtOAc), C(=O)(O)[O-].[Na+] (NaHCO3), [H-].[H-].[H-].[H-].[Li+].[Al+3] (LiAlH4). Solvent: C1CCOC1 (THF), CO (MeOH), C1CCOC1 (THF). Run at time 15 hour. The product is CC=1C=C(C=C2CCN(CC2)CCNC(=O)NC2=CC(=NC3=CC=CC=C23)C)C=CC1 (1-{2-[4-(3-Methyl-benzylidene)-piperidin-1-yl]-ethyl}-3-(2-methyl-quinolin-4-yl)-urea). Reaction SMILES: [H-].[H-].[H-].[H-].[Li+].[Al+3].[CH3:7][C:8]1[CH:9]=[C:10]([CH:36]=[CH:37][CH:38]=1)[CH:11]=[C:12]1[CH2:17][CH2:16][N:15]([C:18](=O)[CH2:19][NH:20][C:21]([NH:23][C:24]2[C:33]3[C:28](=[CH:29][CH:30]=[CH:31][CH:32]=3)[N:27]=[C:26]([CH3:34])[CH:25]=2)=[O:22])[CH2:14][CH2:13]1.CCOC(C)=O.C([O-])(O)=O.[Na+]>C1COCC1.CO>[CH3:7][C:8]1[CH:9]=[C:10]([CH:36]=[CH:37][CH:38]=1)[CH:11]=[C:12]1[CH2:13][CH2:14][N:15]([CH2:18][CH2:19][NH:20][C:21]([NH:23][C:24]2[C:33]3[C:28](=[CH:29][CH:30]=[CH:31][CH:32]=3)[N:27]=[C:26]([CH3:34])[CH:25]=2)=[O:22])[CH2:16][CH2:17]1 |f:0.1.2.3.4.5,8.9|. Procedure: To a suspension of LiAlH4 (100 mg, 2.6 mmol) in THF (40 mL) is added a solution of crude 1-{2-[4-(3-methyl-benzylidene)-piperidin-1-yl]-2-oxo-ethyl}3-(2-methyl-quinolin-4-yl)-urea (1 mmol) in THF (10 mL) and the mixture is stirred at room temperature for 15 h. The suspension is poured slowly into EtOAc (200 mL) and MeOH (10 mL) and, subsequently, sat. NaHCO3 (dropwise, total of 1.5 mL) is added. The precipitate is filtered off and washed with MeOH (2×20 mL). The filtrate is dried (Na2SO4), filte...